From a dataset of the Open Reaction Database (ORD), a public repository of structured organic reaction records. describe an organic reaction: reactants, conditions, products, and yield Reactants: O=C(n1ccnc1)n1ccnc1, CC(C)(Oc1cccc(C2CCCNC2)c1)C(=O)OCc1ccccc1, Cc1ccccc1, CC(C)c1ccc(CO)cc1, Cl, O. Product: CC(C)c1ccc(COC(=O)N2CCCC(c3cccc(OC(C)(C)C(=O)OCc4ccccc4)c3)C2)cc1. Reaction SMILES: [C:12](=[O:13])([n:14]1[cH:15][cH:16][n:17][cH:18]1)[n:19]1[cH:20][cH:21][n:22][cH:23]1.[CH2:24]([c:25]1[cH:26][cH:27][cH:28][cH:29][cH:30]1)[O:31][C:32]([C:33]([CH3:34])([O:35][c:36]1[cH:37][c:38]([CH:42]2[CH2:43][NH:44][CH2:45][CH2:46][CH2:47]2)[cH:39][cH:40][cH:41]1)[CH3:48])=[O:49].[CH3:51][c:52]1[cH:53][cH:54][cH:55][cH:56][cH:57]1.[CH:1]([CH3:2])([CH3:3])[c:4]1[cH:5][cH:6][c:7]([CH2:8][OH:9])[cH:10][cH:11]1.[ClH:50].[OH2:58]>>[CH:1]([CH3:2])([CH3:3])[c:4]1[cH:5][cH:6][c:7]([CH2:8][O:9][C:12](=[O:13])[N:44]2[CH2:43][CH:42]([c:38]3[cH:37][c:36]([O:35][C:33]([C:32]([O:31][CH2:24][c:25]4[cH:26][cH:27][cH:28][cH:29][cH:30]4)=[O:49])([CH3:34])[CH3:48])[cH:41][cH:40][cH:39]3)[CH2:47][CH2:46][CH2:45]2)[cH:10][cH:11]1. Starting materials: COc1ccc(CCl)cc1[N+](=O)[O-], CN(C)CCCNC=O, CC(C)O. The product is COc1ccc(C[N+](C)(C)CCCNC=O)cc1[N+](=O)[O-], [Cl-]. RXN SMILES: [CH3:10][O:11][c:12]1[c:13]([N+:20](=[O:21])[O-:22])[cH:14][c:15]([CH2:16][Cl:17])[cH:18][cH:19]1.[CH3:1][N:2]([CH2:3][CH2:4][CH2:5][NH:6][CH:7]=[O:8])[CH3:9].[CH:23]([OH:24])([CH3:25])[CH3:26]>>[CH3:1][N+:2]([CH2:3][CH2:4][CH2:5][NH:6][CH:7]=[O:8])([CH3:9])[CH2:16][c:15]1[cH:14][c:13]([N+:20](=[O:21])[O-:22])[c:12]([O:11][CH3:10])[cH:19][cH:18]1.[Cl-:17]. Reactants: CCOC(=O)CBr, O=C([O-])[O-], CC(C)=O, [Cs+], [Cs+], Oc1ccccc1I. The product is CCOC(=O)COc1ccccc1I. Reaction SMILES: [Br:15][CH2:16][C:17](=[O:18])[O:19][CH2:20][CH3:21].[C:9](=[O:10])([O-:11])[O-:12].[CH3:22][C:23](=[O:24])[CH3:25].[Cs+:13].[Cs+:14].[I:1][c:2]1[c:3]([OH:8])[cH:4][cH:5][cH:6][cH:7]1>>[I:1][c:2]1[c:3]([O:8][CH2:16][C:17](=[O:18])[O:19][CH2:20][CH3:21])[cH:4][cH:5][cH:6][cH:7]1. Reactants: COC=1C=C2C=CNC2=CC1 (5-methoxyindole), NC(=S)N (thiourea), Triiodide, [OH-].[Na+] (NaOH), II (I2), COC(CBr)=O (bromoacetic acid methyl ester). The solvent is CO (methanol), triiodide, O (water). Conditions: time 24 hour. Product: COC(CSC1=CNC2=CC=C(C=C12)OC)=O ((5-Methoxy-1H-indol-3-ylsulfanyl)-acetic acid methyl ester). As a reaction SMILES: II.[CH3:3][O:4][C:5]1[CH:6]=[C:7]2[C:11](=[CH:12][CH:13]=1)[NH:10][CH:9]=[CH:8]2.N[C:15](N)=[S:16].[OH-].[Na+].[CH3:20][O:21][C:22](=[O:25])CBr>O.CO>[CH3:20][O:21][C:22](=[O:25])[CH2:15][S:16][C:8]1[C:7]2[C:11](=[CH:12][CH:13]=[C:5]([O:4][CH3:3])[CH:6]=2)[NH:10][CH:9]=1 |f:3.4|. Procedure details: Triiodide synthesis: Into a round bottom flask, KI (5.00 g, 30.1 mmol) was mixed with I2 (5.1 g, 20.0 mmol) in 20 mL water. The mixture was stirred at room temperature for 24 hours. To a solution of 5-methoxyindole (10, 200 mg, 1.36 mmol) and thiourea (110 mg, 1.44 mmol) in methanol (10 mL), triiodide, freshly prepared from the previous day (440 mg, 1.5 mmol) was added over a 20 minute period, and the combined mixture stirred at room temperature for 40 min. The solvent was reduced to half of its...